From a dataset of the Open Reaction Database (ORD), a public repository of structured organic reaction records. describe an organic reaction: reactants, conditions, products, and yield Reactants: CO (MeOH), C(C)(=O)C1=CC=C(C(=O)OC)C=C1 (Methyl 4-acetylbenzoate), S(C)C (SMe2), ice, B1(N2CCC[C@@H]2C(O1)(C3=CC=CC=C3)C4=CC=CC=C4)C ((R)-2-methyl-CBS-oxazaborolidine). Solvent: C1CCOC1 (THF), C1(=CC=CC=C1)C (toluene), C1(=CC=CC=C1)C (toluene), ice-salt. Reaction conditions: time 30 minute. Yields the product O[C@@H](C)C1=CC=C(C(=O)OC)C=C1 ((S)-methyl 4-(1-hydroxyethyl)benzoate). Reaction SMILES: B1(C)OC(C2C=CC=CC=2)(C2C=CC=CC=2)[C@@H]2N1CCC2.S(C)C.[C:25]([C:28]1[CH:37]=[CH:36][C:31]([C:32]([O:34][CH3:35])=[O:33])=[CH:30][CH:29]=1)(=[O:27])[CH3:26].CO>C1(C)C=CC=CC=1.C1COCC1>[OH:27][C@H:25]([C:28]1[CH:37]=[CH:36][C:31]([C:32]([O:34][CH3:35])=[O:33])=[CH:30][CH:29]=1)[CH3:26]. Procedure details: A solution of (R)-2-methyl-CBS-oxazaborolidine (7.5 mL of a 1 M soln in toluene, 7.5 mmol) in toluene (200 mL) was cooled in ice-salt bath (bath temp: −10° C.) under N2. To the solution was added BH3.SMe2 (17.1 mL, 180 mmol) over 3 min. Methyl 4-acetylbenzoate (26.4 g, 148 mmol) in THF (180 mL) was then added over 3 h via syringe pump. The bath temp remained at −10° C. throughout the addition. The reaction mixture was stirred for an additional 30 min, and then MeOH (100 mL) was added over 30 min... The reactants are CCOCC, COc1ccc(NCc2ccc(Cl)cc2)cc1, Cl, Cl, O=N[O-], [Na+], O. The product is COc1ccc(N(Cc2ccc(Cl)cc2)N=O)cc1. RXN SMILES: [CH3:19][CH2:20][O:21][CH2:22][CH3:23].[Cl:2][c:3]1[cH:4][cH:5][c:6]([CH2:7][NH:8][c:9]2[cH:10][cH:11][c:12]([O:15][CH3:16])[cH:13][cH:14]2)[cH:17][cH:18]1.[ClH:1].[ClH:24].[N:25](=[O:26])[O-:27].[Na+:28].[OH2:29]>>[Cl:2][c:3]1[cH:4][cH:5][c:6]([CH2:7][N:8]([c:9]2[cH:10][cH:11][c:12]([O:15][CH3:16])[cH:13][cH:14]2)[N:25]=[O:26])[cH:17][cH:18]1. Reactants: [Al+3], CC(=O)N1CCC(C(=O)O)CC1, [Cl-], [Cl-], [Cl-], [Cl-], Fc1ccccc1. Product: CC(=O)N1CCC(C(=O)c2ccc(F)cc2)CC1. RXN SMILES: [Al+3:2].[C:6]([CH3:7])(=[O:8])[N:9]1[CH2:10][CH2:11][CH:12]([C:13](=[O:14])[OH:15])[CH2:16][CH2:17]1.[Cl-:1].[Cl-:3].[Cl-:4].[Cl-:5].[F:18][c:19]1[cH:20][cH:21][cH:22][cH:23][cH:24]1>>[C:6]([CH3:7])(=[O:8])[N:9]1[CH2:10][CH2:11][CH:12]([C:13](=[O:15])[c:22]2[cH:21][cH:20][c:19]([F:18])[cH:24][cH:23]2)[CH2:16][CH2:17]1.